describe an organic reaction: reactants, conditions, products, and yield From a dataset of the Open Reaction Database (ORD), a public repository of structured organic reaction records. Starting materials: CCCCC(CC)C(=O)[O-], C1CCOC1, COC1C(=O)OC(C(O)C=CC2CCCC2)C1O, Cl, NC1CCc2cc(-c3ccccc3)ccc2NC1=O, [Na+]. Yields the product COC(C(=O)NC1CCc2cc(-c3ccccc3)ccc2NC1=O)C(O)C(O)C(O)C=CC1CCCC1. RXN SMILES: [CH2:39]([CH:40]([CH2:41][CH2:42][CH2:43][CH3:44])[C:45]([O-:46])=[O:47])[CH3:48].[CH2:50]1[O:51][CH2:52][CH2:53][CH2:54]1.[CH:1]1([CH:6]=[CH:7][CH:8]([OH:9])[CH:10]2[CH:11]([OH:18])[CH:12]([O:16][CH3:17])[C:13](=[O:15])[O:14]2)[CH2:2][CH2:3][CH2:4][CH2:5]1.[ClH:19].[NH2:20][CH:21]1[C:22](=[O:38])[NH:23][c:24]2[c:25]([cH:28][c:29](-[c:32]3[cH:33][cH:34][cH:35][cH:36][cH:37]3)[cH:30][cH:31]2)[CH2:26][CH2:27]1.[Na+:49]>>[CH:1]1([CH:6]=[CH:7][CH:8]([OH:9])[CH:10]([CH:11]([CH:12]([C:13](=[O:15])[NH:20][CH:21]2[C:22](=[O:38])[NH:23][c:24]3[c:25]([cH:28][c:29](-[c:32]4[cH:33][cH:34][cH:35][cH:36][cH:37]4)[cH:30][cH:31]3)[CH2:26][CH2:27]2)[O:16][CH3:17])[OH:18])[OH:14])[CH2:2][CH2:3][CH2:4][CH2:5]1. Starting materials: CN1S(C=C(C2=C1C=CC=C2)C)(=O)=O (1,4-dimethyl-1H-benzo[c][1,2]thiazin-2,2-dioxide), O (water), BrN1C(CCC1=O)=O (N-bromosuccinimide), N(=NC(C#N)(C)C)C(C#N)(C)C (2,2′-azodiisobutyronitrile). The solvent is ClCCCl (1,2-dichloroethane), C(Cl)Cl (methylene chloride). Run at time 2 day. Product: BrC1=C(C2=C(N(S1(=O)=O)C)C=CC=C2)C (3-bromo-1,4-dimethyl-1H-benzo[c][1,2]thiazin-2,2-dioxide). RXN SMILES: [CH3:1][N:2]1[C:7]2[CH:8]=[CH:9][CH:10]=[CH:11][C:6]=2[C:5]([CH3:12])=[CH:4][S:3]1(=[O:14])=[O:13].[Br:15]N1C(=O)CCC1=O.N(C(C)(C)C#N)=NC(C)(C)C#N.O>ClCCCl.C(Cl)Cl>[Br:15][C:4]1[S:3](=[O:13])(=[O:14])[N:2]([CH3:1])[C:7]2[CH:8]=[CH:9][CH:10]=[CH:11][C:6]=2[C:5]=1[CH3:12]. Reported procedure: 390 mg of 1,4-dimethyl-1H-benzo[c][1,2]thiazin-2,2-dioxide in 20 ml 1,2-dichloroethane are combined with 332 mg of N-bromosuccinimide and 50 mg of 2,2′-azodiisobutyronitrile. The yellow solution is refluxed for a total of 10 h and then left to stand for another two days at ambient temperature. The reaction mixture is distributed between water and methylene chloride, the organic phase is washed with water, dried over magnesium sulphate and evaporated down. A yellowish resin is left which is purif... Reactants: [Al+3], CN(C)C(=O)n1ccc2ccc(-c3ccc(F)cc3)cc21, [Cl-], [Cl-], [Cl-], O=C(Cl)c1ccc(CCl)cc1, ClCCl, O. Product: CN(C)C(=O)n1cc(C(=O)c2ccc(CCl)cc2)c2ccc(-c3ccc(F)cc3)cc21. As a reaction SMILES: [Al+3:13].[CH3:16][N:17]([C:18](=[O:19])[n:20]1[cH:21][cH:22][c:23]2[cH:24][cH:25][c:26](-[c:29]3[cH:30][cH:31][c:32]([F:35])[cH:33][cH:34]3)[cH:27][c:28]12)[CH3:36].[Cl-:12].[Cl-:14].[Cl-:15].[Cl:1][CH2:2][c:3]1[cH:4][cH:5][c:6]([C:7](=[O:8])[Cl:9])[cH:10][cH:11]1.[Cl:38][CH2:39][Cl:40].[OH2:37]>>[Cl:1][CH2:2][c:3]1[cH:4][cH:5][c:6]([C:7](=[O:8])[c:22]2[cH:21][n:20]([C:18]([N:17]([CH3:16])[CH3:36])=[O:19])[c:28]3[c:23]2[cH:24][cH:25][c:26](-[c:29]2[cH:30][cH:31][c:32]([F:35])[cH:33][cH:34]2)[cH:27]3)[cH:10][cH:11]1. Reactants: CC(=O)Oc1cccc(C(=O)O)c1, CCN(C(C)C)C(C)C, CN(C)C=O, Nc1ccc(C(F)(F)F)cc1, O, O=S(Cl)Cl. The product is CC(=O)Oc1cccc(C(=O)Nc2ccc(C(F)(F)F)cc2)c1. RXN SMILES: [C:1]([CH3:2])(=[O:3])[O:4][c:5]1[cH:6][c:7]([C:8](=[O:9])[OH:10])[cH:11][cH:12][cH:13]1.[CH2:30]([N:31]([CH:32]([CH3:33])[CH3:34])[CH:35]([CH3:36])[CH3:37])[CH3:38].[CH3:14][N:15]([CH3:16])[CH:17]=[O:18].[F:19][C:20]([c:21]1[cH:22][cH:23][c:24]([NH2:25])[cH:26][cH:27]1)([F:28])[F:29].[OH2:43].[S:39]([Cl:40])([Cl:41])=[O:42]>>[C:1]([CH3:2])(=[O:3])[O:4][c:5]1[cH:6][c:7]([C:8](=[O:10])[NH:25][c:24]2[cH:23][cH:22][c:21]([C:20]([F:19])([F:28])[F:29])[cH:27][cH:26]2)[cH:11][cH:12][cH:13]1. The reactants are ICCCO (3-iodopropanol), O1CCCC=C1 (dihydropyran), C=1C=CC(=CC1)N=NC=2C=CC(=NC2N)N.Cl.CC=1C=CC(=CC1)S(=O)(=O)O (pyridium p-toluenesulfonate). Solvent: ClCCl (dichloromethane), ClCCl (dichloromethane). The product is ICCCOC1OCCCC1 (3-Iodo-1-tetrahydro-2-pyranyloxy propane). RXN SMILES: [I:1][CH2:2][CH2:3][CH2:4][OH:5].[O:6]1[CH:11]=[CH:10][CH2:9][CH2:8][CH2:7]1.C1C=CC(N=NC2C=CC(N)=NC=2N)=CC=1.Cl.CC1C=CC(S(O)(=O)=O)=CC=1>ClCCl>[I:1][CH2:2][CH2:3][CH2:4][O:5][CH:7]1[CH2:8][CH2:9][CH2:10][CH2:11][O:6]1 |f:2.3.4|. Procedure details: A solution of 3-iodopropanol (15 g, 80.65 mole), dihydropyran (14.7 ml, 161.29 mole) and pyridium p-toluenesulfonate (500 g, 2.0 mole) in 100 ml of dry dichloromethane was stirred at room temperature under an atmosphere of nitrogen for 2.5 hours. The resulting mixture was diluted with dichloromethane (150 ml), washed with water and a saturated sodium bicarbonate solution, dried over anhydrous magnesium sulfate and evaporated in vacuo. The residue was flash chromatographed on a silica gel to give...